From a dataset of the Open Reaction Database (ORD), a public repository of structured organic reaction records. describe an organic reaction: reactants, conditions, products, and yield The reactants are CC(C)(C)OC(=O)N1CCN(c2cc(F)c([N+](=O)[O-])cc2F)CC1, O=C([O-])[O-], ClCCl, NCc1ccc(OC(F)(F)F)cc1, [K+], [K+], CN(C)C=O, O. Yields the product CC(C)(C)OC(=O)N1CCN(c2cc(NCc3ccc(OC(F)(F)F)cc3)c([N+](=O)[O-])cc2F)CC1. As a reaction SMILES: [C:1]([CH3:2])([CH3:3])([CH3:4])[O:5][C:6](=[O:7])[N:8]1[CH2:9][CH2:10][N:11]([c:14]2[c:15]([F:24])[cH:16][c:17]([N+:21](=[O:22])[O-:23])[c:18]([F:20])[cH:19]2)[CH2:12][CH2:13]1.[C:25](=[O:26])([O-:27])[O-:28].[Cl:49][CH2:50][Cl:51].[F:31][C:32]([O:33][c:34]1[cH:35][cH:36][c:37]([CH2:38][NH2:39])[cH:40][cH:41]1)([F:42])[F:43].[K+:29].[K+:30].[O:44]=[CH:45][N:46]([CH3:47])[CH3:48].[OH2:52]>>[C:1]([CH3:2])([CH3:3])([CH3:4])[O:5][C:6](=[O:7])[N:8]1[CH2:9][CH2:10][N:11]([c:14]2[c:15]([F:24])[cH:16][c:17]([N+:21](=[O:22])[O-:23])[c:18]([NH:39][CH2:38][c:37]3[cH:36][cH:35][c:34]([O:33][C:32]([F:31])([F:42])[F:43])[cH:41][cH:40]3)[cH:19]2)[CH2:12][CH2:13]1. Starting materials: ClC(SC1=CNC2=CC=CC=C12)(F)Cl (3-{[dichlorofluoromethyl]thio}-1H-indole), O1CCCC1 (tetrahydrofuran), C=O (formaldehyde). Solvent: O (Water), O (water), [OH-].C(CCC)[N+](CCCC)(CCCC)CCCC (tetrabutylammonium hydroxide), O (water). Conditions: time 30 minute. Product: ClC(SC1=CN(C2=CC=CC=C12)CO)(F)Cl (3-{[dichlorofluoromethyl]thio}-1H-indole-1-ylmethanol). As a reaction SMILES: [Cl:1][C:2]([Cl:14])([F:13])[S:3][C:4]1[C:12]2[C:7](=[CH:8][CH:9]=[CH:10][CH:11]=2)[NH:6][CH:5]=1.[O:15]1CCC[CH2:16]1.C=O>O.[OH-].C([N+](CCCC)(CCCC)CCCC)CCC>[Cl:14][C:2]([Cl:1])([F:13])[S:3][C:4]1[C:12]2[C:7](=[CH:8][CH:9]=[CH:10][CH:11]=2)[N:6]([CH2:16][OH:15])[CH:5]=1 |f:4.5|. Reported procedure: 0.50 g of 3-{[dichlorofluoromethyl]thio}-1H-indole was dissolved to 10 ml of tetrahydrofuran. 10 ml of formaldehyde 36% in water and 0.4 ml of tetrabutylammonium hydroxide 10% in water were added to the solution, followed by stirring at room temperature for 30 minutes. Water was added to the reaction mixture, and extracted with MTBE. The organic layer was washed with water, dried over anhydrous magnesium sulfate, and filtered. The filtrate was concentrated under reduced pressure to obtain 0.54 g... The reactants are CCO, O=[N+]([O-])c1ccc(OCCCN2CCCCC2)cc1. Yields the product Nc1ccc(OCCCN2CCCCC2)cc1. Reaction SMILES: [CH3:20][CH2:21][OH:22].[N+:1]([O-:2])(=[O:3])[c:4]1[cH:5][cH:6][c:7]([O:8][CH2:9][CH2:10][CH2:11][N:12]2[CH2:13][CH2:14][CH2:15][CH2:16][CH2:17]2)[cH:18][cH:19]1>>[NH2:1][c:4]1[cH:5][cH:6][c:7]([O:8][CH2:9][CH2:10][CH2:11][N:12]2[CH2:13][CH2:14][CH2:15][CH2:16][CH2:17]2)[cH:18][cH:19]1.